Dataset: the Open Reaction Database (ORD), a public repository of structured organic reaction records. Task: describe an organic reaction: reactants, conditions, products, and yield Starting materials: C1C=C(C2=CC=CC=C12)CCO (1H-indene-3-ethanol), Cl (hydrochloric acid), ice, CC1=CC=C(C=C1)S(=O)(=O)Cl (4-methylbenzenesulphonyl chloride). Run in N1=CC=CC=C1 (pyridine). Conditions: time 1 hour. The product is CC1=CC=C(C=C1)S(=O)(=O)OCCC1=CCC2=CC=CC=C12 (2-(1H-Inden-3-yl)ethyl 4-methylbenzenesulphonate). Yield: 71.8%. RXN SMILES: [CH2:1]1[C:9]2[C:4](=[CH:5][CH:6]=[CH:7][CH:8]=2)[C:3]([CH2:10][CH2:11][OH:12])=[CH:2]1.[CH3:13][C:14]1[CH:19]=[CH:18][C:17]([S:20](Cl)(=[O:22])=[O:21])=[CH:16][CH:15]=1.Cl>N1C=CC=CC=1>[CH3:13][C:14]1[CH:19]=[CH:18][C:17]([S:20]([O:12][CH2:11][CH2:10][C:3]2[C:4]3[C:9](=[CH:8][CH:7]=[CH:6][CH:5]=3)[CH2:1][CH:2]=2)(=[O:22])=[O:21])=[CH:16][CH:15]=1. Reported procedure: 5 g (0.031 mol) of 1H-indene-3-ethanol are dissolved in 50 ml of dry pyridine. The mixture is stirred and cooled using an ice bath, 5.9 g (0.031 mol) of 4-methylbenzenesulphonyl chloride are added in portions, and stirring is continued under cold conditions for 1 h and then at room temperature for 4 h. The solution obtained is poured into a mixture of 100 ml of 10N hydrochloric acid and 200 g of ice. The mixture is extracted twice with diethyl ether, and the organic phase is separated, washed wi... Starting materials: C1(CCCCC1)COC=1C=2N(C=CC1)C(=C(N2)C)C(=O)N[C@H]2[C@@H](CC1=CC(=CC=C21)C)C(=O)OC (methyl (1S,2R)-1-({[8-(cyclohexylmethoxy)-2-methylimidazo[1,2-a]pyridin-3-yl]carbonyl}amino)-5-methylindane-2-carboxylate), Cl (hydrochloric acid). Solvent: O1CCOCC1 (dioxane). Conditions: temperature 80 celsius, time 4 hour. Product: C1(CCCCC1)COC=1C=2N(C=CC1)C(=C(N2)C)C(=O)N[C@H]2[C@@H](CC1=CC(=CC=C21)C)C(=O)O ((1S,2R)-1-({[8-(cyclohexylmethoxy)-2-methylimidazo[1,2-a]pyridin-3-yl]carbonyl}amino)-5-methylindane-2-carboxylic acid). Isolated yield 87.1%. RXN SMILES: [CH:1]1([CH2:7][O:8][C:9]2[C:10]3[N:11]([C:15]([C:19]([NH:21][C@@H:22]4[C:30]5[C:25](=[CH:26][C:27]([CH3:31])=[CH:28][CH:29]=5)[CH2:24][C@H:23]4[C:32]([O:34]C)=[O:33])=[O:20])=[C:16]([CH3:18])[N:17]=3)[CH:12]=[CH:13][CH:14]=2)[CH2:6][CH2:5][CH2:4][CH2:3][CH2:2]1.Cl>O1CCOCC1>[CH:1]1([CH2:7][O:8][C:9]2[C:10]3[N:11]([C:15]([C:19]([NH:21][C@@H:22]4[C:30]5[C:25](=[CH:26][C:27]([CH3:31])=[CH:28][CH:29]=5)[CH2:24][C@H:23]4[C:32]([OH:34])=[O:33])=[O:20])=[C:16]([CH3:18])[N:17]=3)[CH:12]=[CH:13][CH:14]=2)[CH2:6][CH2:5][CH2:4][CH2:3][CH2:2]1. Procedure details: To a suspension of 149 mg of methyl (1S,2R)-1-({[8-(cyclohexylmethoxy)-2-methylimidazo[1,2-a]pyridin-3-yl]carbonyl}amino)-5-methylindane-2-carboxylate in 6 ml of dioxane was added 6 ml of 3 M hydrochloric acid, followed by stirring at 80° C. for 4 hours. After leaving to be cooled, the solvent was evaporated under reduced pressure, and then to the obtained residue were added a saturated aqueous sodium hydrogen carbonate solution, an aqueous citric acid solution, and chloroform to carry out a lay...